From a dataset of the Open Reaction Database (ORD), a public repository of structured organic reaction records. describe an organic reaction: reactants, conditions, products, and yield The reactants are CC1(C2CC1C3(C(C2)O3)C)C (α-pinene epoxide), resultant mixture, C([O-])([O-])=O.[Na+].[Na+] (sodium carbonate). Reagents/catalysts: [Cl-].[Zn+2].[Cl-] (zinc chloride). Solvent: C1=CC=CC=C1 (benzene). Reaction conditions: temperature 86 celsius. Product: CC1=CCC(C1(C)C)CC=O (campholenic aldehyde). The yield is 70.2%. As a reaction SMILES: [CH3:1][C:2]1([CH3:11])[CH:5]2[C:6]3([CH3:10])[O:9][CH:7]3[CH2:8][CH:3]1[CH2:4]2.C(=O)([O-])[O-].[Na+].[Na+]>C1C=CC=CC=1.[Cl-].[Zn+2].[Cl-]>[CH3:4][C:5]1[C:2]([CH3:1])([CH3:11])[CH:3]([CH2:8][CH:7]=[O:9])[CH2:10][CH:6]=1 |f:1.2.3,5.6.7|. Procedure details: To a rapidly stirred refluxing suspension of 7.5 g (0.055 mole) of zinc chloride (anhydrous) in 1000 ml of benzene there was added 304 g (2.0 moles) of α-pinene epoxide over 1.0-1.25 hour period. The resultant mixture was heated at reflux (86° C) for 1.0-1.5 hours, cooled to 25° C and then poured into 400 ml of 5% sodium carbonate solution. The aqueous layer was drawn off and the benzene layer washed twice with 400 ml of brine. The solvent was removed and the oil fractionally distilled to give c...